Dataset: the Open Reaction Database (ORD), a public repository of structured organic reaction records. Task: describe an organic reaction: reactants, conditions, products, and yield Starting materials: Ti(III)Cl, [OH-].[Na+] (NaOH), BrC=1C(=NC(=NC1)Cl)NC(CCCOC1=C(C=CC(=C1)[N+](=O)[O-])S(=O)(=O)N=CN(C)C)CO (2-[4-(5-bromo-2-chloro-pyrimidin-4-ylamino)-5-hydroxy-pentyloxy]-N-dimethylaminomethylene-4-nitro-benzenesulfonamide), solution, Ti(III)Cl. The solvent is C(C)(=O)OCC (ethyl acetate), C1CCOC1 (THF), Cl (hydrochloric acid). Conditions: time 2 hour. Yields the product NC1=CC(=C(C=C1)S(=O)(=O)N=CN(C)C)OCCC[C@@H](CO)NC1=NC(=NC=C1Br)Cl ((S)-4-Amino-2-[4-(5-bromo-2-chloro-pyrimidin-4-ylamino)-5-hydroxy-pentyloxy]-N-dimethylaminomethylene-benzenesulfonamide). Reaction SMILES: [Br:1][C:2]1[C:3]([NH:9][CH:10]([CH2:32][OH:33])[CH2:11][CH2:12][CH2:13][O:14][C:15]2[CH:20]=[C:19]([N+:21]([O-])=O)[CH:18]=[CH:17][C:16]=2[S:24]([N:27]=[CH:28][N:29]([CH3:31])[CH3:30])(=[O:26])=[O:25])=[N:4][C:5]([Cl:8])=[N:6][CH:7]=1.[OH-].[Na+]>C1COCC1.Cl.C(OCC)(=O)C>[NH2:21][C:19]1[CH:18]=[CH:17][C:16]([S:24]([N:27]=[CH:28][N:29]([CH3:30])[CH3:31])(=[O:26])=[O:25])=[C:15]([O:14][CH2:13][CH2:12][CH2:11][C@H:10]([NH:9][C:3]2[C:2]([Br:1])=[CH:7][N:6]=[C:5]([Cl:8])[N:4]=2)[CH2:32][OH:33])[CH:20]=1 |f:1.2|. Reported procedure: A solution of 145 mg (0.30 mmol) of 2-[4-(5-bromo-2-chloro-pyrimidin-4-ylamino)-5-hydroxy-pentyloxy]-N-dimethylaminomethylene-4-nitro-benzenesulfonamide in 20 ml of THF is mixed under argon at room temperature with 2.0 ml of an approximately 10% solution of Ti(III)Cl in 20-30% hydrochloric acid. After 2 hours, the reaction solution is mixed again with 0.3 ml of Ti(III)Cl solution, and it is stirred for another 18 hours. The batch is diluted with ethyl acetate and made basic with 1N NaOH solution...